Dataset: the Open Reaction Database (ORD), a public repository of structured organic reaction records. Task: describe an organic reaction: reactants, conditions, products, and yield Reactants: FC1(CCC2(C[C@H](N(C2)C(=O)OCC2=CC=CC=C2)C(=O)OCC)CC1)F (3-ethyl 2-(phenylmethyl) (3S)-8,8-difluoro-2-azaspiro[4.5]decane-2,3-dicarboxylate). The reagents and catalysts are [OH-].[OH-].[Pd+2] (Pd(OH)2 on carbon). The solvent is C(C)O (ethanol). Product: FC1(CCC2(C[C@H](NC2)C(=O)OCC)CC1)F (ethyl (3S)-8,8-difluoro-2-azaspiro[4.5]decane-3-carboxylate). Yield: 93.1%. As a reaction SMILES: [F:1][C:2]1([F:27])[CH2:26][CH2:25][C:5]2([CH2:9][N:8](C(OCC3C=CC=CC=3)=O)[C@H:7]([C:20]([O:22][CH2:23][CH3:24])=[O:21])[CH2:6]2)[CH2:4][CH2:3]1>C(O)C.[OH-].[OH-].[Pd+2]>[F:27][C:2]1([F:1])[CH2:26][CH2:25][C:5]2([CH2:9][NH:8][C@H:7]([C:20]([O:22][CH2:23][CH3:24])=[O:21])[CH2:6]2)[CH2:4][CH2:3]1 |f:2.3.4|. Procedure: To a solution of 3-ethyl 2-(phenylmethyl) (3S)-8,8-difluoro-2-azaspiro[4.5]decane-2,3-dicarboxylate (114) (630 mg, 1.65 mmol) in absolute ethanol (12 mL), was added 20% Pd(OH)2 on carbon (65 mg) and the reaction hydrogenated on a Fisher-Porter apparatus for 18 h at 60 psi. The reaction was filtered through celite and concentrated in vacuo to afford the title compound as a clear oil (380 mg, 93% yield). Starting materials: CC1CN(CCN1C)C1=CC=C(C=C1)N\C=C\1/C(NC(C2=CC=C(C=C12)I)=O)=O ((4Z)-4-({[4-(3,4-Dimethylpiperazin-1-yl)phenyl]amino}methylene)-6-iodoisoquinoline-1,3(2H,4H)-dione), BrC=1C=C2C(C(NC(C2=CC1)=O)=O)=CNC1=CC=C(C=C1)N1CC(NC(C1)C)C (6-bromo-4-({[4-(3,5-dimethylpiperazin-1-yl)phenyl]amino}methylene)isoquinoline-1,3(2H,4H)-dione). Procedure details: Using the procedure described for the preparation of 4Z)-6-bromo-4-({[4-(3,5-dimethylpiperazin-1-yl)phenyl]amino}methylene)isoquinoline-1,3(2H,4H)-dione, after purified from HPLC, 0.052 g (22.6% yield) of light brown solid is obtained from 0.15 g (0.46 mmol) of (4E)-6-iodo-4-(methoxymethylene)isoquinoline-1,3(2H,4H)-dione and 4-(3,4-Dimethyl-piperazin-1-yl)-phenylamine (0.11 g, 0.50 mmol): mp 157-158° C.; MS (ESI) m/z 503.1 (M+H)+1 Yields the product IC=1C=C2\C(\C(NC(C2=CC1)=O)=O)=C/OC ((4E)-6-iodo-4-(methoxymethylene)isoquinoline-1,3(2H,4H)-dione), CC1CN(CCN1C)C1=CC=C(C=C1)N (4-(3,4-Dimethyl-piperazin-1-yl)-phenylamine). RXN SMILES: [CH3:1][CH:2]1[N:7]([CH3:8])[CH2:6][CH2:5][N:4]([C:9]2[CH:14]=[CH:13][C:12]([NH:15]/[CH:16]=[C:17]3\[C:18](=[O:29])[NH:19][C:20](=[O:28])[C:21]4[C:26]\3=[CH:25][C:24]([I:27])=[CH:23][CH:22]=4)=[CH:11][CH:10]=2)[CH2:3]1.BrC1C=C2C(=CC=1)[C:37](=[O:41])NC(=O)C2=CNC1C=CC(N2CC(C)NC(C)C2)=CC=1>>[I:27][C:24]1[CH:25]=[C:26]2[C:21](=[CH:22][CH:23]=1)[C:20](=[O:28])[NH:19][C:18](=[O:29])/[C:17]/2=[CH:16]/[O:41][CH3:37].[CH3:1][CH:2]1[N:7]([CH3:8])[CH2:6][CH2:5][N:4]([C:9]2[CH:14]=[CH:13][C:12]([NH2:15])=[CH:11][CH:10]=2)[CH2:3]1. The reactants are [H-].[H-].[H-].[H-].[Li+].[Al+3] (LiAlH4), CC(C(=O)OCC)(CC#CCC)C (ethyl 2,2-dimethylhept-4-ynoate), aqueous solution, [OH-].[Na+] (NaOH). The solvent is CCOCC (Et2O), CCOCC (Et2O). Reaction conditions: temperature 0 celsius, time 3 hour. The product is CC(CO)(CC#CCC)C (2,2-Dimethylhept-4-yn-1-ol). Yield: 89.7%. Reaction SMILES: [H-].[H-].[H-].[H-].[Li+].[Al+3].[CH3:7][C:8]([CH3:19])([CH2:14][C:15]#[C:16][CH2:17][CH3:18])[C:9](OCC)=[O:10].[OH-].[Na+]>CCOCC>[CH3:7][C:8]([CH3:19])([CH2:14][C:15]#[C:16][CH2:17][CH3:18])[CH2:9][OH:10] |f:0.1.2.3.4.5,7.8|. Procedure details: To a slurry of LiAlH4 (7.4 g, 194 mmol) in anhydrous Et2O (200 ml) at 0° C. was added a solution of ethyl 2,2-dimethylhept-4-ynoate (29 g, 159 mmol) in anhydrous Et2O (100 ml) slowly over a period of 30 min. The reaction mixture was stirred at 0° C. for 3 hours. A 10% aqueous solution of NaOH (35 ml) was added slowly. The solid was filtered off. The filtrate was washed with brine, dried (MgSO4) and the solvent was removed under reduced pressure to afford the titled compound as a colorless liquid... Reactants: BrC1=C(C(=NC(=C1)Br)C1=C(C=C(C=C1)F)Cl)CCC(=O)NC1=C(C=CC=C1Cl)Cl (3-[4,6-dibromo-2-(2-chloro-4-fluorophenyl)pyridin-3-yl]-N-(2,6-dichlorophenyl)propanamide), C(=O)([O-])[O-].[K+].[K+] (K2CO3). Reagents/catalysts: [Cu]I (CuI). The solvent is CN(C)C=O (DMF). Reaction conditions: temperature 155 celsius. Product: BrC1=NC(=C2CCC(N(C2=C1)C1=C(C=CC=C1Cl)Cl)=O)C1=C(C=C(C=C1)F)Cl (7-bromo-5-(2-chloro-4-fluorophenyl)-1-(2,6-dichlorophenyl)-3,4-dihydro-1,6-naphthyridin-2(1H)-one). Reaction SMILES: Br[C:2]1[CH:7]=[C:6]([Br:8])[N:5]=[C:4]([C:9]2[CH:14]=[CH:13][C:12]([F:15])=[CH:11][C:10]=2[Cl:16])[C:3]=1[CH2:17][CH2:18][C:19]([NH:21][C:22]1[C:27]([Cl:28])=[CH:26][CH:25]=[CH:24][C:23]=1[Cl:29])=[O:20].C([O-])([O-])=O.[K+].[K+]>CN(C=O)C.[Cu]I>[Br:8][C:6]1[CH:7]=[C:2]2[C:3]([CH2:17][CH2:18][C:19](=[O:20])[N:21]2[C:22]2[C:27]([Cl:28])=[CH:26][CH:25]=[CH:24][C:23]=2[Cl:29])=[C:4]([C:9]2[CH:14]=[CH:13][C:12]([F:15])=[CH:11][C:10]=2[Cl:16])[N:5]=1 |f:1.2.3|. Procedure details: To 3-[4,6-dibromo-2-(2-chloro-4-fluorophenyl)pyridin-3-yl]-N-(2,6-dichlorophenyl)propanamide (3.14 g, 5.40 mmol) in DMF (50 mL) was added K2CO3 (1.49 g, 10.8 mmol) and CuI (1.54 g, 10.8 mmol). The resulting reaction mixture was evacuated and purged with argon 3 times, and then heated at 155° C. (oil bath) for 35 min. The reaction mixture was cooled to rt and diluted with 240 mL of half-saturated aqueous NaHCO3 and 120 mL of ethyl acetate. The layers were separated and the aqueous layer was extra... The reactants are Br, COc1cnn(Cc2ccccc2)c(=O)c1-c1ccc(F)cc1, CC(=O)O. The product is O=c1c(-c2ccc(F)cc2)c(O)cnn1Cc1ccccc1. Reaction SMILES: [BrH:24].[CH2:1]([c:2]1[cH:3][cH:4][cH:5][cH:6][cH:7]1)[n:8]1[n:9][cH:10][c:11]([O:22][CH3:23])[c:12](-[c:15]2[cH:16][cH:17][c:18]([F:21])[cH:19][cH:20]2)[c:13]1=[O:14].[CH3:25][C:26](=[O:27])[OH:28]>>[CH2:1]([c:2]1[cH:3][cH:4][cH:5][cH:6][cH:7]1)[n:8]1[n:9][cH:10][c:11]([OH:22])[c:12](-[c:15]2[cH:16][cH:17][c:18]([F:21])[cH:19][cH:20]2)[c:13]1=[O:14].